Dataset: the Open Reaction Database (ORD), a public repository of structured organic reaction records. Task: describe an organic reaction: reactants, conditions, products, and yield The reactants are ClC=1C(=CC2=C(SC(=C2)C(O)C)C1Cl)O (6,7-dichloro-5-hydroxy-α-methylbenzo[b]thiophene-2-methanol), BrCC(=O)OCC (ethyl bromoacetate), C([O-])([O-])=O.[K+].[K+] (potassium carbonate), CN(C=O)C (dimethylformamide). The yield is 86.4%. Product: C(C)OC(COC1=CC2=C(SC(=C2)C(C)O)C(=C1Cl)Cl)=O (ethyl[(6,7-dichloro-2-(1-hydroxyethyl)benzo[b]thien-5-yl)oxy]acetate). Procedure: To a solution of 17 g of 6,7-dichloro-5-hydroxy-α-methylbenzo[b]thiophene-2-methanol in 250 ml of 2-butanone is added a solution of 11.8 g of ethyl bromoacetate in 50 ml 2-butanone and the mixture is heated at 95°. To the mixture is added 12 g of potassium carbonate and 5.3 ml of dimethylformamide and the reaction mixture is refluxed at 100° C. for 21/2 hrs. The cooled mixture is filtered and 100 ml of water is added. The aqueous phase is extracted two times with ethyl ether. The ether extracts ... Run in CC(CC)=O (2-butanone), CC(CC)=O (2-butanone). Reaction conditions: temperature 100 celsius. RXN SMILES: [Cl:1][C:2]1[C:3]([OH:15])=[CH:4][C:5]2[CH:9]=[C:8]([CH:10]([CH3:12])[OH:11])[S:7][C:6]=2[C:13]=1[Cl:14].Br[CH2:17][C:18]([O:20][CH2:21][CH3:22])=[O:19].C(=O)([O-])[O-].[K+].[K+].CN(C)C=O>CC(=O)CC>[CH2:21]([O:20][C:18](=[O:19])[CH2:17][O:15][C:3]1[C:2]([Cl:1])=[C:13]([Cl:14])[C:6]2[S:7][C:8]([CH:10]([OH:11])[CH3:12])=[CH:9][C:5]=2[CH:4]=1)[CH3:22] |f:2.3.4|. The reactants are NCC(=O)[C@H]1[C@@](O[C@@H]([C@H]([C@@H]1O)O)CO)(N(C(CCCCCCC\C=C/CCCCCCCC)=O)CCCCCCCCCCCCCC)N (N-(2-glycyl-amino-2-deoxy-β-D-glucopyranosyl)-N-tetradecyl-oleamide), C(C)(C)(C)OC(=O)N[C@@H](C)C(=O)N[C@@H](C)C(=O)O (N-tert-butyloxycarbonyl-L-alanyl-L-alanine). Run in O1CCCC1 (tetrahydrofuran). The product is C(C)(C)(C)OC(=O)N[C@@H](C)C(=O)N[C@@H](C)C(=O)NCC(=O)[C@H]1[C@@](O[C@@H]([C@H]([C@@H]1O)O)CO)(N(C(CCCCCCC\C=C/CCCCCCCC)=O)CCCCCCCCCCCCCC)N (N-[2-(N-tert-Butyloxycarbonyl-L-alanyl-L-alanyl-glycyl)-amino-2-deoxy-β-D-glucopyranosyl]-N-tetradecyl-oleamide). Yield: 71.0%. RXN SMILES: [NH2:1][CH2:2][C:3]([C@@H:5]1[C@@H:10]([OH:11])[C@H:9]([OH:12])[C@@H:8]([CH2:13][OH:14])[O:7][C@@:6]1([NH2:49])[N:15]([CH2:35][CH2:36][CH2:37][CH2:38][CH2:39][CH2:40][CH2:41][CH2:42][CH2:43][CH2:44][CH2:45][CH2:46][CH2:47][CH3:48])[C:16](=[O:34])[CH2:17][CH2:18][CH2:19][CH2:20][CH2:21][CH2:22][CH2:23]/[CH:24]=[CH:25]\[CH2:26][CH2:27][CH2:28][CH2:29][CH2:30][CH2:31][CH2:32][CH3:33])=[O:4].[C:50]([O:54][C:55]([NH:57][C@H:58]([C:60]([NH:62][C@H:63]([C:65](O)=[O:66])[CH3:64])=[O:61])[CH3:59])=[O:56])([CH3:53])([CH3:52])[CH3:51]>O1CCCC1>[C:50]([O:54][C:55]([NH:57][C@H:58]([C:60]([NH:62][C@H:63]([C:65]([NH:1][CH2:2][C:3]([C@@H:5]1[C@@H:10]([OH:11])[C@H:9]([OH:12])[C@@H:8]([CH2:13][OH:14])[O:7][C@@:6]1([NH2:49])[N:15]([CH2:35][CH2:36][CH2:37][CH2:38][CH2:39][CH2:40][CH2:41][CH2:42][CH2:43][CH2:44][CH2:45][CH2:46][CH2:47][CH3:48])[C:16](=[O:34])[CH2:17][CH2:18][CH2:19][CH2:20][CH2:21][CH2:22][CH2:23]/[CH:24]=[CH:25]\[CH2:26][CH2:27][CH2:28][CH2:29][CH2:30][CH2:31][CH2:32][CH3:33])=[O:4])=[O:66])[CH3:64])=[O:61])[CH3:59])=[O:56])([CH3:53])([CH3:52])[CH3:51]. Reported procedure: from N-(2-glycyl-amino-2-deoxy-β-D-glucopyranosyl)-N-tetradecyl-oleamide and N-tert-butyloxycarbonyl-L-alanyl-L-alanine. Yield 71%. [α]D =+7.4° (c=0.82, tetrahydrofuran). Starting materials: O=C([O-])[O-], CI, CC(C)=O, Cc1cc(C)nc(S)n1, [K+], [K+]. The product is CSc1nc(C)cc(C)n1. As a reaction SMILES: [C:1](=[O:2])([O-:3])[O-:4].[CH3:16][I:17].[CH3:18][C:19](=[O:20])[CH3:21].[CH3:7][c:8]1[n:9][c:10]([SH:15])[n:11][c:12]([CH3:14])[cH:13]1.[K+:5].[K+:6]>>[CH3:7][c:8]1[n:9][c:10]([S:15][CH3:16])[n:11][c:12]([CH3:14])[cH:13]1. As a reaction SMILES: Cl[C:2]1[N:7]=[C:6]([C:8]([O:10][CH3:11])=[O:9])[CH:5]=[C:4]([CH3:12])[N:3]=1.[O:13]1[CH:17]=[CH:16][N:15]=[C:14]1[NH2:18]>>[CH3:12][C:4]1[N:3]=[C:2]([NH:18][C:14]2[O:13][CH:17]=[CH:16][N:15]=2)[N:7]=[C:6]([C:8]([O:10][CH3:11])=[O:9])[CH:5]=1. Yield: 22.0%. The reactants are ClC1=NC(=CC(=N1)C(=O)OC)C (methyl 2-chloro-6-methylpyrimidine-4-carboxylate), O1C(=NC=C1)N (oxazol-2-amine), Carboxylic acid-4. Procedure: The title compound is prepared in 22% yield (83 mg, a pale yellow solid) from methyl 2-chloro-6-methylpyrimidine-4-carboxylate (300 mg, 1.6 mmol) and oxazol-2-amine (200 mg, 2.4 mmol) by the similar manner in Step-1 of Carboxylic acid-4. Yields the product CC1=CC(=NC(=N1)NC=1OC=CN1)C(=O)OC (methyl 6-methyl-2-(oxazol-2-ylamino)pyrimidine-4-carboxylate). The reactants are ice water, C(O)([O-])=O.[Na+] (sodium hydrogen carbonate), [N+](=O)([O-])C1=CC=C2CCCC(C2=C1)C(=O)O (7-nitro-1,2,3,4-tetrahydro-1-naphthoic acid), COC1=CC=C(C=C1)O (p-methoxyphenol), P(=O)(Cl)(Cl)Cl (phosphorus oxychloride). Run in N1=CC=CC=C1 (pyridine). Reaction conditions: time 2 day. Product: [N+](=O)([O-])C1=CC=C2CCCC(C2=C1)C(=O)OC1=CC=C(C=C1)OC (p-methoxyphenyl 7-nitro-1,2,3,4-tetrahydro-1-naphthoate). Isolated yield 54.2%. RXN SMILES: [N+:1]([C:4]1[CH:13]=[C:12]2[C:7]([CH2:8][CH2:9][CH2:10][CH:11]2[C:14]([OH:16])=[O:15])=[CH:6][CH:5]=1)([O-:3])=[O:2].[CH3:17][O:18][C:19]1[CH:24]=[CH:23][C:22](O)=[CH:21][CH:20]=1.P(Cl)(Cl)(Cl)=O.C(=O)([O-])O.[Na+]>N1C=CC=CC=1>[N+:1]([C:4]1[CH:13]=[C:12]2[C:7]([CH2:8][CH2:9][CH2:10][CH:11]2[C:14]([O:16][C:22]2[CH:23]=[CH:24][C:19]([O:18][CH3:17])=[CH:20][CH:21]=2)=[O:15])=[CH:6][CH:5]=1)([O-:3])=[O:2] |f:3.4|. Procedure: In 20 ml of pyridine were dissolved 1 g of 7-nitro-1,2,3,4-tetrahydro-1-naphthoic acid and 560 mg of p-methoxyphenol. To the solution which had been cooled was added 700 mg of phosphorus oxychloride and the mixture was allowed to stand for 2 days. The reaction mixture was poured into ice water, made slightly alkaline with a 5% sodium hydrogen carbonate solution and extracted with ethyl acetate. The ethyl acetate layer was separated and concentrated under reduced pressure to remove the ethyl acet... Starting materials: OC(C1=CC=C(C=C1)C(C)(C)C)P(OC)(OC)=O (dimethyl α-hydroxy-4-tert.-butylbenzylphosphonate), O (water). Solvent: C1(=CC=CC=C1)C (toluene). Yields the product C(C)(C)(C)C1=CC=C(C=O)C=C1 (4-tert.-butylbenzaldehyde). Isolated yield 85.1%. Reaction SMILES: [OH:1][CH:2](P(=O)(OC)OC)[C:3]1[CH:8]=[CH:7][C:6]([C:9]([CH3:12])([CH3:11])[CH3:10])=[CH:5][CH:4]=1.O>C1(C)C=CC=CC=1>[C:9]([C:6]1[CH:5]=[CH:4][C:3]([CH:2]=[O:1])=[CH:8][CH:7]=1)([CH3:12])([CH3:10])[CH3:11]. Procedure: 27.2 g (0.1 mol) of dimethyl α-hydroxy-4-tert.-butylbenzylphosphonate were dissolved in 25 ml of toluene and were added dropwise, from a dropping funnel, into a distillation apparatus which had been preheated to 180° C. and had a small Vigreux column to which a water pump vacuum was applied. The distillate was fractionally distilled in a high vacuum. 13.8 g (81.5% of theory) of 4-tert.-butylbenzaldehyde of boiling point 72° C./0.15 mbars were obtained. Starting materials: COC=1C=C2C(=CN(C2=CC1)CCCCCl)C=O (5-methoxy-1-(4-chlorobutyl)indole-3-carboxaldehyde), [I-].[Na+] (sodium iodide). Solvent: C(C)#N (acetonitrile). Product: COC=1C=C2C(=CN(C2=CC1)CCCCI)C=O (5-Methoxy-1-(4-iodobutyl)indole-3-carboxaldehyde). Reaction SMILES: [CH3:1][O:2][C:3]1[CH:4]=[C:5]2[C:9](=[CH:10][CH:11]=1)[N:8]([CH2:12][CH2:13][CH2:14][CH2:15]Cl)[CH:7]=[C:6]2[CH:17]=[O:18].[I-:19].[Na+]>C(#N)C>[CH3:1][O:2][C:3]1[CH:4]=[C:5]2[C:9](=[CH:10][CH:11]=1)[N:8]([CH2:12][CH2:13][CH2:14][CH2:15][I:19])[CH:7]=[C:6]2[CH:17]=[O:18] |f:1.2|. Procedure: A stirred solution of 5-methoxy-1-(4-chlorobutyl)indole-3-carboxaldehyde and sodium iodide in acetonitrile under argon is heated under reflux for 18 h, cooled to room temperature and partitioned between ether and water. The combined organic extracts are washed (aqueous sodium metabisulfite solution, water, brine), dried (sodium sulfate) and concentrated in vacuo to give the product. The reactants are CC1=CC=C(C=N1)C(=O)OC (methyl 6-methyl-3-pyridinecarboxylate), C(C1=CC=CC=C1)(=O)OOC(C1=CC=CC=C1)=O (benzoylperoxide), N1CCCC1 (Pyrrolidine). The solvent is C(Cl)(Cl)(Cl)Cl (carbon tetrachloride). Yields the product N1(CCCC1)CC1=CC=C(C=N1)C(=O)OC (Methyl 6-(1-pyrrolidinylmethyl)pyridine-3-carboxylate). RXN SMILES: [CH3:1][C:2]1[N:7]=[CH:6][C:5]([C:8]([O:10][CH3:11])=[O:9])=[CH:4][CH:3]=1.C(OOC(=O)C1C=CC=CC=1)(=O)C1C=CC=CC=1.[NH:30]1[CH2:34][CH2:33][CH2:32][CH2:31]1>C(Cl)(Cl)(Cl)Cl>[N:30]1([CH2:1][C:2]2[N:7]=[CH:6][C:5]([C:8]([O:10][CH3:11])=[O:9])=[CH:4][CH:3]=2)[CH2:34][CH2:33][CH2:32][CH2:31]1. Procedure details: A solution of methyl 6-methyl-3-pyridinecarboxylate (0.43 g) N-bromosuccinimide (0.59 g) and benzoylperoxide (50 mg) in dry carbon tetrachloride (10 ml) was stirred at 22° and irradiated with a 200 w light bulb for 2 days. Pyrrolidine (2.4 ml) was added and after 15 min the solution was partitioned between dichloromethane (20 ml) and 2N sodium carbonate solution (20 ml). The organic phase was washed with water, saturated brine, dried and evaporated to leave an oil (0.68 g). The oil was purified ... Reactants: N[C@@H]([C@H](O)C)C(=O)OC[C@H](NC(C(F)(F)F)=O)C(=O)O (O-(L-threonyl)-N-(trifluoroacetyl)-L-serine), ClCC(=O)O (chloroacetic acid), N(=O)[O-].[K+] (potassium nitrite). Conditions: time 15 minute. Product: [N+](=[N-])=C(C(=O)OC[C@H](NC(C(F)(F)F)=O)C(=O)O)[C@@H](C)O (O-[2-Diazo-3(R)-hydroxy-1-oxobutyl]-N-trifluoroacetyl-L-serine). RXN SMILES: [NH2:1][C@H:2]([C:6]([O:8][CH2:9][C@@H:10]([C:18]([OH:20])=[O:19])[NH:11][C:12](=[O:17])[C:13]([F:16])([F:15])[F:14])=[O:7])[C@@H:3]([CH3:5])[OH:4].ClCC(O)=O.[N:26]([O-])=O.[K+]>>[N+:1](=[C:2]([C@H:3]([OH:4])[CH3:5])[C:6]([O:8][CH2:9][C@@H:10]([C:18]([OH:20])=[O:19])[NH:11][C:12](=[O:17])[C:13]([F:16])([F:15])[F:14])=[O:7])=[N-:26] |f:2.3|. Procedure: To a solution of O-(L-threonyl)-N-(trifluoroacetyl)-L-serine (109 mg) were added aqueous 4M chloroacetic acid (20 μl) and aqueous 6M potassium nitrite (120 μl) and the solution was stirred at room temperature for 15 minutes. The reactants are C(C)(=O)C=1C=C(C=CC1)NC(CC)=O (N-(3-acetylphenyl)propanamide), COC(N(C)C)OC (dimethylformamide dimethylacetal). The product is CN(C=CC(=O)C=1C=C(C=CC1)NC(CC)=O)C (N-[3-[3-(Dimethylamino)-1-oxo-2-propenyl]phenyl]propanamide). Reaction SMILES: [C:1]([C:4]1[CH:5]=[C:6]([NH:10][C:11](=[O:14])[CH2:12][CH3:13])[CH:7]=[CH:8][CH:9]=1)(=[O:3])[CH3:2].CO[CH:17](OC)[N:18]([CH3:20])[CH3:19]>>[CH3:17][N:18]([CH3:20])[CH:19]=[CH:2][C:1]([C:4]1[CH:5]=[C:6]([NH:10][C:11](=[O:14])[CH2:12][CH3:13])[CH:7]=[CH:8][CH:9]=1)=[O:3]. Reported procedure: A 20 g portion of N-(3-acetylphenyl)propanamide in 50 ml of dimethylformamide dimethylacetal was refluxed for 8 hours, then evaporated. The residue was taken up in 200 ml of dichloromethane, passed through hydrous magnesium silicate, diluted with hexane and concentrated, giving 21.17 g of the desired compound.